This data is from the Open Reaction Database (ORD), a public repository of structured organic reaction records. The task is: describe an organic reaction: reactants, conditions, products, and yield Reactants: C1COCCN1 (effective_coupling_partner), CC(C)(C)C(=O)Oc2ccc1ccccc1c2 (substrate). The reagents and catalysts are IPr. Run at temperature 80 celsius, time 3 hour. Product: c3ccc2cc(N1CCOCC1)ccc2c3. RXN SMILES: [C:1]([CH2:2][C:3](=[O:4])[CH3:5])(=[O:6])[O:7][CH2:8][CH3:9].[CH3:12][CH2:13][CH2:14][CH2:15][Li:16].[CH3:50][CH2:51][CH2:52][CH2:53][CH2:54][CH3:55].[F:17][c:18]1[c:19]([CH3:44])[cH:20][c:21]([C:24](=[C:25]([CH:26]=[CH:27][CH:28]=[O:29])[c:30]2[n:31][n:32][n:33][n:34]2[CH3:35])[c:36]2[cH:37][c:38]([CH3:43])[c:39]([F:42])[cH:40][cH:41]2)[cH:22][cH:23]1.[H-:11].[Na+:10].[O:45]1[CH2:46][CH2:47][CH2:48][CH2:49]1>>[C:1]([CH2:2][C:3](=[O:4])[CH2:5][CH:28]([CH:27]=[CH:26][C:25](=[C:24]([c:21]1[cH:20][c:19]([CH3:44])[c:18]([F:17])[cH:23][cH:22]1)[c:36]1[cH:37][c:38]([CH3:43])[c:39]([F:42])[cH:40][cH:41]1)[c:30]1[n:31][n:32][n:33][n:34]1[CH3:35])[OH:29])(=[O:6])[O:7][CH2:8][CH3:9]. Reactants: CCOC(=O)CC(C)=O, [Li]CCCC, CCCCCC, Cc1cc(C(=C(C=CC=O)c2nnnn2C)c2ccc(F)c(C)c2)ccc1F, [H-], [Na+], C1CCOC1. Yields the product CCOC(=O)CC(=O)CC(O)C=CC(=C(c1ccc(F)c(C)c1)c1ccc(F)c(C)c1)c1nnnn1C.